Dataset: the Open Reaction Database (ORD), a public repository of structured organic reaction records. Task: describe an organic reaction: reactants, conditions, products, and yield The reactants are ClC1=CC=C(C(=N1)NCCCOC)NC(=O)[C@H]1CN(CCC1)C(=O)OC(C)(C)C ((R)-tert-butyl 3-(6-chloro-2-(3-methoxypropylamino)pyridin-3-ylcarbamoyl)piperidine-1-carboxylate), C(C)(=O)O (acetic acid), resultant solution. Run in C1(=CC=CC=C1)C (Toluene). Yields the product ClC1=CC=C2C(=N1)N(C(=N2)C2CNCCC2)CCCOC (5-chloro-3-(3-methoxypropyl)-2-(piperidin-3-yl)-3H-imidazo[4,5-b]pyridine). The yield is 10.0%. RXN SMILES: [Cl:1][C:2]1[N:7]=[C:6]([NH:8][CH2:9][CH2:10][CH2:11][O:12][CH3:13])[C:5]([NH:14][C:15]([C@@H:17]2[CH2:22][CH2:21][CH2:20][N:19](C(OC(C)(C)C)=O)[CH2:18]2)=O)=[CH:4][CH:3]=1.C(O)(=O)C>C1(C)C=CC=CC=1>[Cl:1][C:2]1[N:7]=[C:6]2[N:8]([CH2:9][CH2:10][CH2:11][O:12][CH3:13])[C:15]([CH:17]3[CH2:22][CH2:21][CH2:20][NH:19][CH2:18]3)=[N:14][C:5]2=[CH:4][CH:3]=1. Procedure details: Compound 35B (crude material, 2.84 mmol max) prepared in Step 13 was added to a 50 trLL round-bottomed flask equipped for stirring under nitrogen. Glacial acetic acid (10 mL) was then added and the resultant solution was stirred at reflux under nitrogen for 16 hr. The reaction solution was concentrated in-vacuo to give a brownish oil. Toluene (30 mL) was added and the subsequent solution was concentrated in vacuo; this was repeated three times to remove any trace quantities of acetic acid afford... Yields the product CC(CCCN)CN1CCCC(C)C1. As a reaction SMILES: [CH3:10][CH:11]([CH2:12][CH2:13][C:14]#[N:15])[CH2:16][N:17]1[CH2:18][CH:19]([CH3:23])[CH2:20][CH2:21][CH2:22]1.[CH3:1][CH:2]1[CH2:3][CH2:4][CH2:5][NH:6][CH2:7]1.[H:8][H:9]>>[CH3:10][CH:11]([CH2:12][CH2:13][CH2:14][NH2:15])[CH2:16][N:17]1[CH2:18][CH:19]([CH3:23])[CH2:20][CH2:21][CH2:22]1. Reactants: CC(CCC#N)CN1CCCC(C)C1, CC1CCCNC1, [H][H]. Starting materials: NC1=NC(=NC=C1F)O (4-amino-5-fluoro-pyrimidin-2-ol), O-trimethylsilylacetamide, COC1=CC=C(C=C1)S(=O)(=O)Cl (4-methoxybenzene-1-sulfonyl chloride). Solvent: C(C)#N (acetonitrile). Reaction conditions: temperature 70 celsius, time 24 hour. Product: NC1=NC(N(C=C1F)S(=O)(=O)C1=CC=C(C=C1)OC)=O (4-Amino-5-fluoro-1-(4-methoxyphenylsulfonyl)pyrimidin-2(1H)-one). Yield: 63.8%. As a reaction SMILES: [NH2:1][C:2]1[C:7]([F:8])=[CH:6][N:5]=[C:4]([OH:9])[N:3]=1.[CH3:10][O:11][C:12]1[CH:17]=[CH:16][C:15]([S:18](Cl)(=[O:20])=[O:19])=[CH:14][CH:13]=1>C(#N)C>[NH2:1][C:2]1[C:7]([F:8])=[CH:6][N:5]([S:18]([C:15]2[CH:14]=[CH:13][C:12]([O:11][CH3:10])=[CH:17][CH:16]=2)(=[O:20])=[O:19])[C:4](=[O:9])[N:3]=1. Procedure details: To commercially available 4-amino-5-fluoro-pyrimidin-2-ol (1.0 grams (g), 7.75 millimoles (mmol)) in acetonitrile (CH3CN; 50 milliliters (mL)) was added bis-N, O-trimethylsilylacetamide (BSA; 5.7 mL, 23.3 mmol) and the mixture was heated at 70° C. for 1 hour (h), resulting in a clear solution. After cooling to room temperature, 4-methoxybenzene-1-sulfonyl chloride (1.8 g, 8.5 mmol) was added, and the mixture was stirred for 24 h. The solvent was evaporated and the residue was partitioned between... The reactants are ClC=1C=NC(=C(C(=O)O)C1)COC1=CC=C(C=C1)F (5-Chloro-2-[(4-fluorophenoxy)methyl]nicotinic acid), Cl.N[C@@H](C)C1=CC=C(C(=O)OC)C=C1 (Methyl 4-[(1S)-1-aminoethyl]benzoate hydrochloride). Yields the product COC(C1=CC=C(C=C1)[C@H](C)NC(=O)C=1C(=NC=C(C1)Cl)COC1=CC=C(C=C1)F)=O (Methyl-4-{(1S)-1-[({5-chloro-2-[(4-fluorophenoxy)methyl]pyridin-3-yl}carbonyl)amino]ethyl}benzoate). As a reaction SMILES: [Cl:1][C:2]1[CH:3]=[N:4][C:5]([CH2:11][O:12][C:13]2[CH:18]=[CH:17][C:16]([F:19])=[CH:15][CH:14]=2)=[C:6]([CH:10]=1)[C:7]([OH:9])=O.Cl.[NH2:21][C@H:22]([C:24]1[CH:33]=[CH:32][C:27]([C:28]([O:30][CH3:31])=[O:29])=[CH:26][CH:25]=1)[CH3:23]>>[CH3:31][O:30][C:28](=[O:29])[C:27]1[CH:32]=[CH:33][C:24]([C@@H:22]([NH:21][C:7]([C:6]2[C:5]([CH2:11][O:12][C:13]3[CH:18]=[CH:17][C:16]([F:19])=[CH:15][CH:14]=3)=[N:4][CH:3]=[C:2]([Cl:1])[CH:10]=2)=[O:9])[CH3:23])=[CH:25][CH:26]=1 |f:1.2|. Reported procedure: The title compound was prepared according to the procedure described in step 6 of Example 1 from 5-chloro-2-[(4-fluorophenoxy)methyl]nicotinic acid (step 1) and methyl 4-[(1S)-1-aminoethyl]benzoate hydrochloride (step 5 of Example 1):